From a dataset of the Open Reaction Database (ORD), a public repository of structured organic reaction records. describe an organic reaction: reactants, conditions, products, and yield Starting materials: [H-].[Na+] (sodium hydride), [Na] (sodium), [Na] (sodium), CI (methyl iodide), NC1=CC=C2C=CC(=CC2=C1)S(=O)(=O)O (7-aminonaphthalene-2-sulfonic acid), C(=O)(OCC1=CC=CC=C1)NC1=CC=C2C=CC(=CC2=C1)S(=O)(=O)O (N-Cbz-7-aminonaphthalene-2-sulfonic acid), [Na] (sodium). Solvent: hexanes, CN(C)C=O (DMF), CN(C)C=O (DMF). Reaction conditions: temperature 0 celsius, time 10 minute. Yields the product C(=O)(OCC1=CC=CC=C1)NC1=CC=C2C=CC(=CC2=C1)S(=O)(=O)O (N-Cbz-7-Aminonaphthalene-2-sulfonic acid), C(=O)(OCC1=CC=CC=C1)N(C1=CC=C2C=CC(=CC2=C1)S(=O)(=O)O)C (N-Cbz-7-methylaminonaphthalene-2-sulfonic acid), [Na] (sodium). Reaction SMILES: N[C:2]1C=C2C(C=CC(S(O)(=O)=O)=C2)=CC=1.[Na:16].[H-].[Na+].[C:19]([NH:29][C:30]1[CH:39]=[C:38]2[C:33]([CH:34]=[CH:35][C:36]([S:40]([OH:43])(=[O:42])=[O:41])=[CH:37]2)=[CH:32][CH:31]=1)([O:21][CH2:22][C:23]1[CH:28]=[CH:27][CH:26]=[CH:25][CH:24]=1)=[O:20].CI>CN(C=O)C>[C:19]([NH:29][C:30]1[CH:39]=[C:38]2[C:33]([CH:34]=[CH:35][C:36]([S:40]([OH:43])(=[O:42])=[O:41])=[CH:37]2)=[CH:32][CH:31]=1)([O:21][CH2:22][C:23]1[CH:24]=[CH:25][CH:26]=[CH:27][CH:28]=1)=[O:20].[C:19]([N:29]([CH3:2])[C:30]1[CH:39]=[C:38]2[C:33]([CH:34]=[CH:35][C:36]([S:40]([OH:43])(=[O:42])=[O:41])=[CH:37]2)=[CH:32][CH:31]=1)([O:21][CH2:22][C:23]1[CH:24]=[CH:25][CH:26]=[CH:27][CH:28]=1)=[O:20].[Na:16] |f:2.3,^1:15,101|. Procedure details: N-Cbz-7-Aminonaphthalene-2-sulfonic acid, sodium salt is prepared as described in EXAMPLE 39, Part A using 7-aminonaphthalene-2-sulfonic acid, sodium salt (3 g, 12.2 mmol) in place of 6-aminonaphthalene-2-sulfonic acid, sodium salt. A 60% dispersion of sodium hydride (0.21 g, 5.27 mmol) in mineral oil is washed with hexanes twice, suspended in 20 mL of DMF and the resulting suspension is cooled to 0° C. To this mixture is added the crude N-Cbz-7-aminonaphthalene-2-sulfonic acid, sodium salt (1 g... Reactants: C[Si](CCOCN1C=CC2=C(C=CC=C12)N1C(C(NC=2C3=C(C=CC12)CCCC3)=O)=O)(C)C (4-[1-[2-(trimethylsilyl)ethoxymethyl]-1H-indol-4-yl]-1,4,7,8,9,10-hexahydrobenzo[f]quinoxaline-2,3-dione), [F-].C(CCC)[N+](CCCC)(CCCC)CCCC.O1CCCC1 (tetrabutylammonium fluoride tetrahydrofuran), C(CN)N (ethylenediamine). Run at time 18 hour. The product is N1C=CC2=C(C=CC=C12)N1C(C(NC=2C3=C(C=CC12)CCCC3)=O)=O (4-(1H-Indol-4-yl)-1,4,7,8,9,10-hexahydrobenzo[f]quinoxaline-2,3-dione). Isolated yield 64.1%. RXN SMILES: C[Si](C)(C)CCOC[N:7]1[C:15]2[C:10](=[C:11]([N:16]3[C:25]4[CH:24]=[CH:23][C:22]5[CH2:26][CH2:27][CH2:28][CH2:29][C:21]=5[C:20]=4[NH:19][C:18](=[O:30])[C:17]3=[O:31])[CH:12]=[CH:13][CH:14]=2)[CH:9]=[CH:8]1.[F-].C([N+](CCCC)(CCCC)CCCC)CCC.O1CCCC1.C(N)CN>>[NH:7]1[C:15]2[C:10](=[C:11]([N:16]3[C:25]4[CH:24]=[CH:23][C:22]5[CH2:26][CH2:27][CH2:28][CH2:29][C:21]=5[C:20]=4[NH:19][C:18](=[O:30])[C:17]3=[O:31])[CH:12]=[CH:13][CH:14]=2)[CH:9]=[CH:8]1 |f:1.2.3|. Procedure: A mixture of 4-[1-[2-(trimethylsilyl)ethoxymethyl]-1H-indol-4-yl]-1,4,7,8,9,10-hexahydrobenzo[f]quinoxaline-2,3-dione (180 mg, 0.400 mmol), a 1M tetrabutylammonium fluoride/tetrahydrofuran solution (4 mL, 4.00 mmol), and ethylenediamine (260 μL, 4.00 mmol) was refluxed for 18 hours. The solvent was removed by evaporation under reduced pressure. To the obtained residue was added a dilute hydrochloric acid aqueous solution. The mixture was stirred at room temperature for 18 hours. The precipitate ...